From a dataset of the Open Reaction Database (ORD), a public repository of structured organic reaction records. describe an organic reaction: reactants, conditions, products, and yield Reactants: CCC1(CCO[Si](c2ccccc2)(c2ccccc2)C(C)(C)C)CCC=CC1O, CN(C)C=O, O=[Cr](=O)([O-])O[Cr](=O)(=O)[O-], c1cc[nH+]cc1, c1cc[nH+]cc1. Product: CCC1(CCO[Si](c2ccccc2)(c2ccccc2)C(C)(C)C)CCC=CC1=O. As a reaction SMILES: [CH3:22][C:23]([CH3:24])([CH3:25])[Si:26]([O:27][CH2:28][CH2:29][C:30]1([CH2:37][CH3:38])[CH2:31][CH2:32][CH:33]=[CH:34][CH:35]1[OH:36])([c:39]1[cH:40][cH:41][cH:42][cH:43][cH:44]1)[c:45]1[cH:46][cH:47][cH:48][cH:49][cH:50]1.[CH3:51][N:52]([CH3:53])[CH:54]=[O:55].[Cr:1]([O:2][Cr:3]([O-:4])(=[O:5])=[O:6])([O-:7])(=[O:8])=[O:9].[nH+:10]1[cH:11][cH:12][cH:13][cH:14][cH:15]1.[nH+:16]1[cH:17][cH:18][cH:19][cH:20][cH:21]1>>[CH3:22][C:23]([CH3:24])([CH3:25])[Si:26]([O:27][CH2:28][CH2:29][C:30]1([CH2:37][CH3:38])[CH2:31][CH2:32][CH:33]=[CH:34][C:35]1=[O:36])([c:39]1[cH:40][cH:41][cH:42][cH:43][cH:44]1)[c:45]1[cH:46][cH:47][cH:48][cH:49][cH:50]1.